This data is from the Open Reaction Database (ORD), a public repository of structured organic reaction records. The task is: describe an organic reaction: reactants, conditions, products, and yield The reactants are B(Br)(Br)Br (Boron tribromide), O (water), COC(=O)C=1OC2=C(C1)C=C(C=C2)OC (5-methoxybenzofuran-2-carboxylic acid methyl ester), S(=O)(Cl)Cl (thionyl chloride). Solvent: C(Cl)Cl (CH2Cl2), C(Cl)Cl (methylene chloride). Reaction conditions: time 16 hour. Yields the product COC(=O)C=1OC2=C(C1)C=C(C=C2)O (5-hydroxy-benzofuran-2-carboxylic acid methyl ester). The yield is 94.3%. RXN SMILES: [CH3:1][O:2][C:3]([C:5]1[O:6][C:7]2[CH:13]=[CH:12][C:11]([O:14]C)=[CH:10][C:8]=2[CH:9]=1)=[O:4].B(Br)(Br)Br.S(Cl)(Cl)=O.O>C(Cl)Cl>[CH3:1][O:2][C:3]([C:5]1[O:6][C:7]2[CH:13]=[CH:12][C:11]([OH:14])=[CH:10][C:8]=2[CH:9]=1)=[O:4]. Procedure: A solution of 5-methoxybenzofuran-2-carboxylic acid methyl ester (5.15 g, 25 mmol) in anhydrous methylene chloride (15 ml) was cooled to −40° under nitrogen atmosphere. Boron tribromide in CH2Cl2 (27 ml of 1.0 M) was added over 1 h using a syringe pump. The reaction mixture was allowed to warm to room temperature. After 16 h, the reaction mixture was cooled in an ice bath and quenched with MeOH (15 ml). The reaction mixture was poured into brine (100 ml) and extracted with EtOAc. The organic ext... Starting materials: C(C1=CC=CC=C1)OC1=CC=C(CCN(C(OC(C)(C)C)=O)C)C=C1 (tert-butyl 4-(benzyloxy)phenethyl(methyl)carbamate). Reagents/catalysts: [Pd] (palladium on carbon). The solvent is CO (methanol). Conditions: time 6 hour. Product: OC1=CC=C(CCN(C(OC(C)(C)C)=O)C)C=C1 (tert-butyl 4-hydroxyphenethyl(methyl)carbamate). As a reaction SMILES: C([O:8][C:9]1[CH:25]=[CH:24][C:12]([CH2:13][CH2:14][N:15]([CH3:23])[C:16](=[O:22])[O:17][C:18]([CH3:21])([CH3:20])[CH3:19])=[CH:11][CH:10]=1)C1C=CC=CC=1>CO.[Pd]>[OH:8][C:9]1[CH:10]=[CH:11][C:12]([CH2:13][CH2:14][N:15]([CH3:23])[C:16](=[O:22])[O:17][C:18]([CH3:20])([CH3:21])[CH3:19])=[CH:24][CH:25]=1. Reported procedure: To a solution of 1.13 g (3.32 mmol) of tert-butyl 4-(benzyloxy)phenethyl(methyl)carbamate in 15 mL of methanol was added 35 mg of 10% palladium on carbon. The reaction was stirred under a hydrogen balloon atmosphere for 6 h, filtered through celite and evaporated to give tert-butyl 4-hydroxyphenethyl(methyl)carbamate as a colorless oil which was subsequently used without purification. Reactants: C(C=C)(=O)N.C(C(=C)C)(=O)OCC1CO1 (acrylamide glycidyl methacrylate). Run in CS(=O)C (dimethyl sulfoxide). Yields the product C(C=C)(=O)N (acrylamide), C(C(=C)C)(=O)OCC1CO1 (glycidyl methacrylate). As a reaction SMILES: [C:1]([NH2:5])(=[O:4])[CH:2]=[CH2:3].[C:6]([O:11][CH2:12][CH:13]1[O:15][CH2:14]1)(=[O:10])[C:7]([CH3:9])=[CH2:8]>CS(C)=O>[C:1]([NH2:5])(=[O:4])[CH:2]=[CH2:3].[C:6]([O:11][CH2:12][CH:13]1[O:15][CH2:14]1)(=[O:10])[C:7]([CH3:9])=[CH2:8] |f:0.1|. Procedure details: As a component B, acrylamide-glycidyl methacrylate copolymer having a molecular weight of about 200,000 was obtained by polymerizing 9.0 g of acrylamide and 1.0 g of glycidyl methacrylate in dimethyl sulfoxide (DMSO) by using AIBN (azobisisobutyronitrile) as an initiator. The reactants are [Br-], C1CCOC1, [Cl-], Clc1ccnc(Cl)n1, [NH4+], [Pd], [Zn+]c1ccccc1, c1ccc(P(c2ccccc2)c2ccccc2)cc1, c1ccc(P(c2ccccc2)c2ccccc2)cc1, c1ccc(P(c2ccccc2)c2ccccc2)cc1, c1ccc(P(c2ccccc2)c2ccccc2)cc1. Product: Clc1nccc(-c2ccccc2)n1. Reaction SMILES: [Br-:9].[CH2:19]1[O:20][CH2:21][CH2:22][CH2:23]1.[Cl-:17].[Cl:1][c:2]1[n:3][cH:4][cH:5][c:6]([Cl:8])[n:7]1.[NH4+:18].[Pd:24].[c:10]1([Zn+:16])[cH:11][cH:12][cH:13][cH:14][cH:15]1.[c:25]1([P:26]([c:27]2[cH:28][cH:29][cH:30][cH:31][cH:32]2)[c:33]2[cH:34][cH:35][cH:36][cH:37][cH:38]2)[cH:39][cH:40][cH:41][cH:42][cH:43]1.[c:44]1([P:45]([c:46]2[cH:47][cH:48][cH:49][cH:50][cH:51]2)[c:52]2[cH:53][cH:54][cH:55][cH:56][cH:57]2)[cH:58][cH:59][cH:60][cH:61][cH:62]1.[c:63]1([P:64]([c:65]2[cH:66][cH:67][cH:68][cH:69][cH:70]2)[c:71]2[cH:72][cH:73][cH:74][cH:75][cH:76]2)[cH:77][cH:78][cH:79][cH:80][cH:81]1.[c:82]1([P:83]([c:84]2[cH:85][cH:86][cH:87][cH:88][cH:89]2)[c:90]2[cH:91][cH:92][cH:93][cH:94][cH:95]2)[cH:96][cH:97][cH:98][cH:99][cH:100]1>>[Cl:1][c:2]1[n:3][cH:4][cH:5][c:6](-[c:10]2[cH:11][cH:12][cH:13][cH:14][cH:15]2)[n:7]1. Reactants: CCCCC(CC)C(=O)[O-], Cc1cccc(O)c1, CC(=O)CC(C)C, CC1(C=CCl)C(C(=O)OC(c2ccccc2)c2ccccc2)N2C(=O)CC2S1(=O)=O, [Na+]. Yields the product CC1(C=CCl)C(C(=O)[O-])N2C(=O)CC2S1(=O)=O, [Na+]. RXN SMILES: [CH2:31]([CH:32]([CH2:33][CH2:34][CH2:35][CH3:36])[C:37]([O-:38])=[O:39])[CH3:40].[CH3:42][c:43]1[cH:44][c:45]([OH:46])[cH:47][cH:48][cH:49]1.[CH3:50][C:51]([CH2:52][CH:53]([CH3:54])[CH3:55])=[O:56].[Cl:1][CH:2]=[CH:3][C:4]1([CH3:30])[CH:5]([C:14](=[O:15])[O:16][CH:17]([c:18]2[cH:19][cH:20][cH:21][cH:22][cH:23]2)[c:24]2[cH:25][cH:26][cH:27][cH:28][cH:29]2)[N:6]2[C:7](=[O:13])[CH2:8][CH:9]2[S:10]1(=[O:11])=[O:12].[Na+:41]>>[Cl:1][CH:2]=[CH:3][C:4]1([CH3:30])[CH:5]([C:14](=[O:15])[O-:16])[N:6]2[C:7](=[O:13])[CH2:8][CH:9]2[S:10]1(=[O:11])=[O:12].[Na+:41]. As a reaction SMILES: C[O:2][C:3](=[O:25])[CH:4]([O:6][C:7]1[CH:12]=[C:11]([N:13]2[C:17](=[O:18])[N:16]([CH:19]([F:21])[F:20])[C:15]([CH3:22])=[N:14]2)[C:10]([F:23])=[CH:9][C:8]=1[Cl:24])[CH3:5].[OH-].[K+].Cl>C(O)C.O>[Cl:24][C:8]1[CH:9]=[C:10]([F:23])[C:11]([N:13]2[C:17](=[O:18])[N:16]([CH:19]([F:21])[F:20])[C:15]([CH3:22])=[N:14]2)=[CH:12][C:7]=1[O:6][CH:4]([CH3:5])[C:3]([OH:25])=[O:2] |f:1.2|. Solvent: C(C)O (ethanol), O (water), O (water). The reactants are COC(C(C)OC1=C(C=C(C(=C1)N1N=C(N(C1=O)C(F)F)C)F)Cl)=O (methyl-2-[2-chloro-4-fluoro-5-(4-difluoromethyl-4,5-dihydro-3-methyl-5-oxo-1H-1,2,4-triazol-1-yl)phenoxy]propionate), [OH-].[K+] (potassium hydroxide), Cl (hydrochloric acid). Conditions: time 2 day. Procedure details: A stirred mixture of 1.3 g (0.0034 mole) of methyl-2-[2-chloro-4-fluoro-5-(4-difluoromethyl-4,5-dihydro-3-methyl-5-oxo-1H-1,2,4-triazol-1-yl)phenoxy]propionate and 1.0 g (0.018 mole) of potassium hydroxide in 15 mL of ethanol and 15 mL of water was heated at reflux for three hours. The mixture was allowed to cool to room temperature and stand for two days. The solvent was evaporated from the mixture leaving a solid. This solid was dissolved in water, and the solution was made acidic with concent... Product: ClC1=C(OC(C(=O)O)C)C=C(C(=C1)F)N1N=C(N(C1=O)C(F)F)C (2-[2-Chloro-4-fluoro-5-(4-difluoromethyl-4,5-dihydro-3-methyl-5-oxo-1H-1,2,4-triazol-1-yl)phenoxy]propionic acid).